Dataset: the Open Reaction Database (ORD), a public repository of structured organic reaction records. Task: describe an organic reaction: reactants, conditions, products, and yield Procedure: A solution of KHMDS in THF (1M, 43.8 ml, 43.8 mmol) was added to a solution of (R)-1-methoxypropanol (4.3 ml, 43.8 mmol) in THF (50 ml) at room temperature under a positive argon pressure. After stirring for 15 minutes at room temperature a solution of 6-amino-4-fluoronicotinonitrile (intermediate 21, 3.0 g, 21.88 mmol) in THF (30 ml) was added drop wise. The reaction mixture was stirred for 65 h at room temperature, partitioned between aqueous NH4Cl and Reaction SMILES: C[Si]([N-][Si](C)(C)C)(C)C.[K+].[CH3:11][O:12][C@@H:13](O)[CH2:14][CH3:15].[NH2:17][C:18]1[CH:25]=[C:24](F)[C:21]([C:22]#[N:23])=[CH:20][N:19]=1.C1C[O:30]CC1>>[NH2:17][C:18]1[CH:25]=[C:24]([O:30][C@H:14]([CH3:15])[CH2:13][O:12][CH3:11])[C:21]([C:22]#[N:23])=[CH:20][N:19]=1 |f:0.1|. Product: NC1=NC=C(C#N)C(=C1)O[C@@H](COC)C ((R)-6-amino-4-((1-methoxypropan-2-yl)oxy)nicotinonitrile). Reaction conditions: time 65 hour. The reactants are C[Si](C)(C)[N-][Si](C)(C)C.[K+] (KHMDS), CO[C@H](CC)O ((R)-1-methoxypropanol), C1CCOC1 (THF), C1CCOC1 (THF), NC1=NC=C(C#N)C(=C1)F (6-amino-4-fluoronicotinonitrile), NC1=NC=C(C#N)C(=C1)F (6-amino-4-fluoronicotinonitrile), C1CCOC1 (THF). Starting materials: C(C)(C)(C)C=1C(=CC2=C(C(C(O2)=O)(C)C)C1)[N+](=O)[O-] (5-tert-butyl-3,3-dimethyl-6-nitrobenzofuran-2(3H)-one). The reagents and catalysts are [Pd] (Pd/C). Solvent: C1CCOC1 (THF). Product: NC1=CC2=C(C(C(O2)=O)(C)C)C=C1C(C)(C)C (6-amino-5-tert-butyl-3,3-dimethylbenzofuran-2(3H)-one). Reaction SMILES: [C:1]([C:5]1[C:6]([N+:17]([O-])=O)=[CH:7][C:8]2[O:12][C:11](=[O:13])[C:10]([CH3:15])([CH3:14])[C:9]=2[CH:16]=1)([CH3:4])([CH3:3])[CH3:2]>C1COCC1.[Pd]>[NH2:17][C:6]1[C:5]([C:1]([CH3:4])([CH3:3])[CH3:2])=[CH:16][C:9]2[C:10]([CH3:15])([CH3:14])[C:11](=[O:13])[O:12][C:8]=2[CH:7]=1. Procedure: Pd/C (1.50 g) and compound 19 (3.00 g, 1.14 mmol) were suspended in THF (1500 mL) at 25° C. under hydrogen at 30 psi for 4 hours. The mixture was then filtered through a pad of Celite®, and the filtrate was concentrated in vacuo to give compound 20 as a white solid. 1H NMR (DMSO-d6; 400 MHz) δ 7.05 (s), δ 6.49 (s), δ 5.01 (s), δ 1.35 (s), δ 1.33 (s). Product: Cc1nccc2c(NC(=O)c3ccc(-c4ccccc4)cc3)cccc12. Starting materials: Cc1nccc2c(N)cccc12, CCN=C=NCCCN(C)C, CO, CN(C)c1ccncc1, ClCCl, Cl, O=C(O)c1ccc(-c2ccccc2)cc1. As a reaction SMILES: [CH3:1][c:2]1[n:3][cH:4][cH:5][c:6]2[c:7]([NH2:12])[cH:8][cH:9][cH:10][c:11]12.[CH3:29][N:30]([CH3:31])[CH2:32][CH2:33][CH2:34][N:35]=[C:36]=[N:37][CH2:38][CH3:39].[CH3:40][OH:41].[CH3:45][N:46]([CH3:47])[c:48]1[cH:49][cH:50][n:51][cH:52][cH:53]1.[Cl:42][CH2:43][Cl:44].[ClH:28].[c:13]1(-[c:22]2[cH:23][cH:24][cH:25][cH:26][cH:27]2)[cH:14][cH:15][c:16]([C:19](=[O:20])[OH:21])[cH:17][cH:18]1>>[CH3:1][c:2]1[n:3][cH:4][cH:5][c:6]2[c:7]([NH:12][C:19]([c:16]3[cH:15][cH:14][c:13](-[c:22]4[cH:23][cH:24][cH:25][cH:26][cH:27]4)[cH:18][cH:17]3)=[O:20])[cH:8][cH:9][cH:10][c:11]12.